From a dataset of the Open Reaction Database (ORD), a public repository of structured organic reaction records. describe an organic reaction: reactants, conditions, products, and yield Reactants: CCOc1ccc([N+](=O)[O-])c(SC)c1, CCO, NN, O. Yields the product CCOc1ccc(N)c(SC)c1. RXN SMILES: [CH2:1]([CH3:2])[O:3][c:4]1[cH:5][c:6]([S:13][CH3:14])[c:7]([N+:10]([O-:11])=[O:12])[cH:8][cH:9]1.[CH3:18][CH2:19][OH:20].[NH2:16][NH2:17].[OH2:15]>>[CH2:1]([CH3:2])[O:3][c:4]1[cH:5][c:6]([S:13][CH3:14])[c:7]([NH2:10])[cH:8][cH:9]1.